Dataset: the Open Reaction Database (ORD), a public repository of structured organic reaction records. Task: describe an organic reaction: reactants, conditions, products, and yield The reactants are CSc1nc2ccccc2c(=O)n1N, NCCCN1CCN(c2ccc3ccccc3n2)CC1. Product: Nn1c(NCCCN2CCN(c3ccc4ccccc4n3)CC2)nc2ccccc2c1=O. RXN SMILES: [NH2:1][n:2]1[c:3]([S:13][CH3:14])[n:4][c:5]2[cH:6][cH:7][cH:8][cH:9][c:10]2[c:11]1=[O:12].[n:15]1[c:16]([N:25]2[CH2:26][CH2:27][N:28]([CH2:31][CH2:32][CH2:33][NH2:34])[CH2:29][CH2:30]2)[cH:17][cH:18][c:19]2[cH:20][cH:21][cH:22][cH:23][c:24]12>>[NH2:1][n:2]1[c:3]([NH:34][CH2:33][CH2:32][CH2:31][N:28]2[CH2:27][CH2:26][N:25]([c:16]3[n:15][c:24]4[c:19]([cH:18][cH:17]3)[cH:20][cH:21][cH:22][cH:23]4)[CH2:30][CH2:29]2)[n:4][c:5]2[cH:6][cH:7][cH:8][cH:9][c:10]2[c:11]1=[O:12].